Dataset: the Open Reaction Database (ORD), a public repository of structured organic reaction records. Task: describe an organic reaction: reactants, conditions, products, and yield Starting materials: C(=C\CC)/[C@@H]1CC[C@H](CC1)C(=O)O (trans-4-(1E-butenyl)cyclohexanecarboxylic acid), C1(CCCCC1)N=C=NC1CCCCC1 (dicyclohexylcarbodimide), C(=C\CC)/[C@@H]1CC[C@H](CC1)O (trans-4-(1E-butenyl)cyclohexanol), C(Cl)Cl (methylene chloride). The reagents and catalysts are CN(C1=CC=NC=C1)C (4-(dimethylamino)pyridine). Solvent: CCCCCC (hexane). Reaction conditions: time 21 hour. Product: oil, C(=C\CC)/[C@@H]1CC[C@H](CC1)OC(=O)[C@@H]1CC[C@H](CC1)\C=C\CC (trans-4-(1E-butenyl)cyclohexanecarboxylic acid trans-4-(1E-butenyl)cyclohexyl ester). Yield: 80.1%. RXN SMILES: [CH:1](/[C@H:5]1[CH2:10][CH2:9][C@H:8]([C:11]([OH:13])=[O:12])[CH2:7][CH2:6]1)=[CH:2]\[CH2:3][CH3:4].C1(N=C=NC2CCCCC2)CCCCC1.[CH:29](/[C@H:33]1[CH2:38][CH2:37][C@H:36](O)[CH2:35][CH2:34]1)=[CH:30]\[CH2:31][CH3:32].C(Cl)Cl>CN(C)C1C=CN=CC=1.CCCCCC>[CH:29](/[C@H:33]1[CH2:38][CH2:37][C@H:36]([O:12][C:11]([C@H:8]2[CH2:9][CH2:10][C@H:5](/[CH:1]=[CH:2]/[CH2:3][CH3:4])[CH2:6][CH2:7]2)=[O:13])[CH2:35][CH2:34]1)=[CH:30]\[CH2:31][CH3:32]. Reported procedure: A mixture of 200 mg of trans-4-(1E-butenyl)cyclohexanecarboxylic acid, 272.4 mg of dicyclohexylcarbodimide, 13.4 mg of 4-(dimethylamino)pyridine, 169.7 mg of trans-4-(1E-butenyl)cyclohexanol and 4 ml of methylene chloride was stirred at room temperature for 21 hours while gassing with argon. Subsequently, the heterogeneous reaction mixture was diluted with 10 ml of hexane and filtered (rinsing with hexane). The concentrated filtrate was taken up in 30 ml of hexane and the solution was washed in ... Reactants: C(O[C@@H]([C@H](C)N(CC1=C(C=CC(=C1)C(F)(F)F)C1=C(C=C(C(=C1)C(C)C)F)OC)C(=O)OC(C)(C)C)C1=CC(=CC(=C1)C(F)(F)F)C(F)(F)F)(OC1=C(C=C(C=C1)CCOP(=O)(O)O)OC)=O ((1R,2S)-1-[3,5-bis(trifluoromethyl)phenyl]-2-((tert-butoxycarbonyl){[4′-fluoro-5′-isopropyl-2′-methoxy-4-(trifluoromethyl)biphenyl-2-yl]methyl}amino)propyl 2-methoxy-4-[2-(phosphonooxy)ethyl]phenyl carbonate), Cl (HCl). The product is [Cl-].FC(C=1C=C(C=C(C1)C(F)(F)F)[C@H]([C@H](C)[NH2+]CC1=C(C=CC(=C1)C(F)(F)F)C1=C(C=C(C(=C1)C(C)C)F)OC)OC(=O)OC1=C(C=C(C=C1)CCOP(=O)(O)O)OC)(F)F ((1R,2S)-1-[3,5-bis(trifluoromethyl)phenyl]-N-{[4′-fluoro-5′-isopropyl-2′-methoxy-4-(trifluoromethyl)biphenyl-2-yl]methyl}-1-[({2-methoxy-4-[2-(phosphonooxy)ethyl]phenoxy}carbonyl)oxy]propan-2-aminium chloride). As a reaction SMILES: [C:1](=[O:67])([O:51][C:52]1[CH:57]=[CH:56][C:55]([CH2:58][CH2:59][O:60][P:61]([OH:64])([OH:63])=[O:62])=[CH:54][C:53]=1[O:65][CH3:66])[O:2][C@H:3]([C:37]1[CH:42]=[C:41]([C:43]([F:46])([F:45])[F:44])[CH:40]=[C:39]([C:47]([F:50])([F:49])[F:48])[CH:38]=1)[C@@H:4]([N:6](C(OC(C)(C)C)=O)[CH2:7][C:8]1[CH:13]=[C:12]([C:14]([F:17])([F:16])[F:15])[CH:11]=[CH:10][C:9]=1[C:18]1[CH:23]=[C:22]([CH:24]([CH3:26])[CH3:25])[C:21]([F:27])=[CH:20][C:19]=1[O:28][CH3:29])[CH3:5].[ClH:68]>>[Cl-:68].[F:50][C:47]([F:48])([F:49])[C:39]1[CH:38]=[C:37]([C@@H:3]([O:2][C:1]([O:51][C:52]2[CH:57]=[CH:56][C:55]([CH2:58][CH2:59][O:60][P:61]([OH:64])([OH:63])=[O:62])=[CH:54][C:53]=2[O:65][CH3:66])=[O:67])[C@@H:4]([NH2+:6][CH2:7][C:8]2[CH:13]=[C:12]([C:14]([F:15])([F:17])[F:16])[CH:11]=[CH:10][C:9]=2[C:18]2[CH:23]=[C:22]([CH:24]([CH3:25])[CH3:26])[C:21]([F:27])=[CH:20][C:19]=2[O:28][CH3:29])[CH3:5])[CH:42]=[C:41]([C:43]([F:44])([F:46])[F:45])[CH:40]=1 |f:2.3|. Procedure: A solution of (1R,2S)-1-[3,5-bis(trifluoromethyl)phenyl]-2-((tert-butoxycarbonyl){[4′-fluoro-5′-isopropyl-2′-methoxy-4-(trifluoromethyl)biphenyl-2-yl]methyl}amino)propyl 2-methoxy-4-[2-(phosphonooxy)ethyl]phenyl carbonate (72.9 mg, 0.074 mmol) in HCl saturated EtOAc (2 mL) was stirred at 25° C. for 5 h. The reaction mixture was concentrated in vacuo to afford (1R,2S)-1-[3,5-bis(trifluoromethyl)phenyl]-N-{[4′-fluoro-5′-isopropyl-2′-methoxy-4-(trifluoromethyl)biphenyl-2-yl]methyl}-1-[({2-methoxy-4... Reactants: ClC=1C=C(C=CC1Cl)C(C(=O)O)CC=C (2-(3,4-dichlorophenyl)pent-4-enoic acid), C(C(=O)Cl)(=O)Cl (oxalyl chloride), CN(C=O)C (N,N-dimethylformamide). Procedure details: To a soln of 2-(3,4-dichlorophenyl)pent-4-enoic acid (2.34 g, 9.53 mmol) in methylene chloride (25.0 mL) was added oxalyl chloride (1.61 mL, 19.0 mmol) followed by N,N-dimethylformamide (73.8 uL, 0.953 mmol) After 1 hr of stirring at rt, the solution was concentrated to provide 2-(3,4-dichlorophenyl)pent-4-enoyl chloride as a yellow oil (2.70 g, quantative). 1H NMR (400 MHz, CDCl3) δ 7.49-7.42 (d, J=8.3 Hz, 1H), 7.40-7.36 (d, J=2.2 Hz, 1H), 7.17-7.10 (dd, J=8.3, 2.2 Hz, 1H), 5.73-5.57 (ddt, J=17... The solvent is C(Cl)Cl (methylene chloride). Product: ClC=1C=C(C=CC1Cl)C(C(=O)Cl)CC=C (2-(3,4-dichlorophenyl)pent-4-enoyl chloride). RXN SMILES: [Cl:1][C:2]1[CH:3]=[C:4]([CH:9]([CH2:13][CH:14]=[CH2:15])[C:10](O)=[O:11])[CH:5]=[CH:6][C:7]=1[Cl:8].C(Cl)(=O)C([Cl:19])=O.CN(C)C=O>C(Cl)Cl>[Cl:1][C:2]1[CH:3]=[C:4]([CH:9]([CH2:13][CH:14]=[CH2:15])[C:10]([Cl:19])=[O:11])[CH:5]=[CH:6][C:7]=1[Cl:8]. The reactants are ClC1=CC(=NC(=N1)OC)NCCC1=CC=C(C=C1)OC ((6-chloro-2-methoxy-pyrimidin-4-yl)-[2-(4-methoxyphenyl)-ethyl]amine), ClC1=CC(=NC(=N1)OC)NCCC1=CC=C(C=C1)OC ((6-chloro-2-methoxy-pyrimidin-4-yl)-[2-(4-methoxyphenyl)-ethyl]amine), C(=O)(O)C=1C=C(C=CC1)B(O)O (3-carboxyphenylboronic acid), C(=O)(O)C=1C=C(C=CC1)B(O)O (3-carboxyphenylboronic acid), C(=O)([O-])[O-].[Cs+].[Cs+] (Cs2CO3). The reagents and catalysts are [Pd].C1(=CC=CC=C1)P(C1=CC=CC=C1)C1=CC=CC=C1.C1(=CC=CC=C1)P(C1=CC=CC=C1)C1=CC=CC=C1.C1(=CC=CC=C1)P(C1=CC=CC=C1)C1=CC=CC=C1.C1(=CC=CC=C1)P(C1=CC=CC=C1)C1=CC=CC=C1 (tetrakis(triphenylphosphine) palladium (0)). Solvent: O (water), COCCOC (ethylene glycol dimethyl ether), O (water). Conditions: temperature 90 celsius, time 17 hour. The product is COC1=NC(=CC(=N1)C=1C=C(C(=O)O)C=CC1)NCCC1=CC=C(C=C1)OC (3-{2-methoxy-6-[2-(4-methoxy-phenyl)-ethylamino]-pyrimidin-4-yl}-benzoic acid). Isolated yield 90.4%. As a reaction SMILES: Cl[C:2]1[N:7]=[C:6]([O:8][CH3:9])[N:5]=[C:4]([NH:10][CH2:11][CH2:12][C:13]2[CH:18]=[CH:17][C:16]([O:19][CH3:20])=[CH:15][CH:14]=2)[CH:3]=1.[C:21]([C:24]1[CH:25]=[C:26](B(O)O)[CH:27]=[CH:28][CH:29]=1)([OH:23])=[O:22].C([O-])([O-])=O.[Cs+].[Cs+]>COCCOC.O.[Pd].C1(P(C2C=CC=CC=2)C2C=CC=CC=2)C=CC=CC=1.C1(P(C2C=CC=CC=2)C2C=CC=CC=2)C=CC=CC=1.C1(P(C2C=CC=CC=2)C2C=CC=CC=2)C=CC=CC=1.C1(P(C2C=CC=CC=2)C2C=CC=CC=2)C=CC=CC=1>[CH3:9][O:8][C:6]1[N:7]=[C:2]([C:28]2[CH:29]=[C:24]([CH:25]=[CH:26][CH:27]=2)[C:21]([OH:23])=[O:22])[CH:3]=[C:4]([NH:10][CH2:11][CH2:12][C:13]2[CH:18]=[CH:17][C:16]([O:19][CH3:20])=[CH:15][CH:14]=2)[N:5]=1 |f:2.3.4,7.8.9.10.11|. Procedure: Argon is bubbled through a mixture of (6-chloro-2-methoxy-pyrimidin-4-yl)-[2-(4-methoxy-phenyl)-ethyl]-amine [300 mg, 1.02 mmol, Intermediate (8)], 3-carboxyphenyl boronic acid [339 mg, 2.04 mmol, Intermediate (20)], and Cs2CO3 (1.66 g, 5.1 mmol) in ethylene glycol dimethyl ether (8 mL) and water (2 mL), for a period of 5 minutes. To this mixture is added tetrakis(triphenylphosphine) palladium (0) (59 mg, 0.051 mmol) and the reaction vessel is sealed and heated to 90° C. After stirring for 17 ho... Starting materials: C1CCOC1, CC(C)Cl, [Mg], O, Cc1[nH]c(-c2ccccc2)nc1C=O. Yields the product Cc1[nH]c(-c2ccccc2)nc1C(O)C(C)C. Reaction SMILES: [CH2:21]1[O:22][CH2:23][CH2:24][CH2:25]1.[Cl:1][CH:2]([CH3:3])[CH3:4].[Mg:5].[OH2:20].[c:6]1(-[c:12]2[nH:13][c:14]([CH3:19])[c:15]([CH:17]=[O:18])[n:16]2)[cH:7][cH:8][cH:9][cH:10][cH:11]1>>[CH:2]([CH3:3])([CH3:4])[CH:17]([c:15]1[c:14]([CH3:19])[nH:13][c:12](-[c:6]2[cH:7][cH:8][cH:9][cH:10][cH:11]2)[n:16]1)[OH:18]. Starting materials: C(C)(C)(C)OOC(=O)C1=C(C(=O)Cl)C=CC=C1 (2-(t-butylperoxycarbonyl)benzoyl chloride), N1=CC=CC=C1 (pyridine), OH, carbonyl, C(C(C)O)O (1,2-propanediol), peroxyester. Run in C(C)(C)(C)OC (methyl t-butyl ether). Run at temperature 25 celsius, time 240 minute. Product: C(C=1C(C(=O)OCC(C)O)=CC=CC1)(=O)OOC(C)(C)C (t-Butyl O-(2-Hydroxypropyl) Monoperoxyphthalate). The yield is 91.4%. RXN SMILES: [C:1]([O:5][O:6][C:7]([C:9]1[CH:17]=[CH:16][CH:15]=[CH:14][C:10]=1[C:11](Cl)=[O:12])=[O:8])([CH3:4])([CH3:3])[CH3:2].N1C=CC=CC=1.[CH2:24]([OH:28])[CH:25]([OH:27])[CH3:26]>C(OC)(C)(C)C>[C:7]([O:6][O:5][C:1]([CH3:4])([CH3:3])[CH3:2])(=[O:8])[C:9]1[C:10](=[CH:14][CH:15]=[CH:16][CH:17]=1)[C:11]([O:28][CH2:24][CH:25]([OH:27])[CH3:26])=[O:12]. Procedure: A 300 mL 3-neck round-bottom flask, equipped with a magnetic stirrer, a thermometer, a cold water condenser and an addition funnel, was charged with 100 mL of methyl t-butyl ether, 16.7 g (0.06 mole) of 91.3% of 2-(t-butylperoxycarbonyl)benzoyl chloride and 5.5 g (0.07 mole) of pyridine. To this vigorously stirred solution at 20° C. was added 22.8 g (0.30 mole) of 1,2-propanediol over a period of 20 minutes. During the addition there was a slight exotherm and a white precipitate formed. The reac...